Task: describe an organic reaction: reactants, conditions, products, and yield. Dataset: the Open Reaction Database (ORD), a public repository of structured organic reaction records Starting materials: COc1ccc(CCBr)cc1, COC(=O)C=Cc1ccc2c(c1)C(=O)CC1(CCN(C(=O)OC(C)(C)C)CC1)O2. Product: COC(=O)C=Cc1ccc2c(c1)C(=O)CC1(CCN(CCc3ccc(OC)cc3)CC1)O2. RXN SMILES: [Br:30][CH2:31][CH2:32][c:33]1[cH:34][cH:35][c:36]([O:39][CH3:40])[cH:37][cH:38]1.[CH3:1][O:2][C:3]([CH:4]=[CH:5][c:6]1[cH:7][c:8]2[c:13]([cH:14][cH:15]1)[O:12][C:11]1([CH2:10][C:9]2=[O:28])[CH2:16][CH2:17][N:18]([C:21]([O:22][C:23]([CH3:24])([CH3:25])[CH3:26])=[O:27])[CH2:19][CH2:20]1)=[O:29]>>[CH3:1][O:2][C:3]([CH:4]=[CH:5][c:6]1[cH:7][c:8]2[c:13]([cH:14][cH:15]1)[O:12][C:11]1([CH2:10][C:9]2=[O:28])[CH2:16][CH2:17][N:18]([CH2:31][CH2:32][c:33]2[cH:34][cH:35][c:36]([O:39][CH3:40])[cH:37][cH:38]2)[CH2:19][CH2:20]1)=[O:29]. The reactants are ClCCC(=O)N1C2=C(N(C(C3=C1C=CC=C3)=O)C)C=CC=C2 (5-(3-chloro-propionyl)-5,10-dihydro-10-methyl-11H-dibenzo[b,e][1,4]diazepin-11-one), C(C)C1NCCCC1 (2-ethyl-piperidine). The solvent is C(CC)O (n-propanol). The product is Cl.C(C)C1N(CCCC1)CCC(=O)N1C2=C(N(C(C3=C1C=CC=C3)=O)C)C=CC=C2 (5,10-Dihydro-5-[3-(2-ethyl-piperidino)-propionyl]-10-methyl-11H-dibenzo[b,e][1,4]diazepin-11-one hydrochloride). Isolated yield 58.8%. As a reaction SMILES: [Cl:1][CH2:2][CH2:3][C:4]([N:6]1[C:12]2[CH:13]=[CH:14][CH:15]=[CH:16][C:11]=2[C:10](=[O:17])[N:9]([CH3:18])[C:8]2[CH:19]=[CH:20][CH:21]=[CH:22][C:7]1=2)=[O:5].[CH2:23]([CH:25]1[CH2:30][CH2:29][CH2:28][CH2:27][NH:26]1)[CH3:24]>C(O)CC>[ClH:1].[CH2:23]([CH:25]1[CH2:30][CH2:29][CH2:28][CH2:27][N:26]1[CH2:2][CH2:3][C:4]([N:6]1[C:12]2[CH:13]=[CH:14][CH:15]=[CH:16][C:11]=2[C:10](=[O:17])[N:9]([CH3:18])[C:8]2[CH:19]=[CH:20][CH:21]=[CH:22][C:7]1=2)=[O:5])[CH3:24] |f:3.4|. Procedure details: 8.5 gm (0.027 mol) of 5-(3-chloro-propionyl)-5,10-dihydro-10-methyl-11H-dibenzo[b,e][1,4]diazepin-11-one and 8.5 gm (0.075 mol) of 2-ethyl-piperidine were refluxed in 85 ml of n-propanol for 3 hours, and the reaction mixture was worked up as described in Example 10. After recrystallization from a mixture consisting of equal parts of dioxane and acetone, 6.8 gm of the hydrochloride were obtained. Reactants: CC(C(=O)C=1C=CC=C(C1)Cl)NC(C)(C)C.Cl (Bupropion HCl), Br (HBr). Yields the product CC(C(=O)C=1C=CC=C(C1)Cl)NC(C)(C)C (Bupropion). Reaction SMILES: [CH3:1][CH:2]([NH:12][C:13]([CH3:16])([CH3:15])[CH3:14])[C:3]([C:5]1[CH:6]=[CH:7][CH:8]=[C:9]([Cl:11])[CH:10]=1)=[O:4].Cl.Br>>[CH3:1][CH:2]([NH:12][C:13]([CH3:14])([CH3:16])[CH3:15])[C:3]([C:5]1[CH:6]=[CH:7][CH:8]=[C:9]([Cl:11])[CH:10]=1)=[O:4] |f:0.1|. Reported procedure: Bupropion HCl was replaced with HBr and adjusted to obtain same amount Bupropion base. Starting materials: O=C([O-])[O-], COC(=O)c1ccc(I)cc1OCc1ccccc1, CCOC(C)=O, CS(C)=O, [Cu]I, [K+], [K+], O, O=C(O)C1CCCN1, c1c[nH]cn1. Yields the product COC(=O)c1ccc(-n2ccnc2)cc1OCc1ccccc1. RXN SMILES: [C:14](=[O:15])([O-:16])[O-:17].[CH2:20]([c:21]1[cH:22][cH:23][cH:24][cH:25][cH:26]1)[O:27][c:28]1[c:29]([C:30](=[O:31])[O:32][CH3:33])[cH:34][cH:35][c:36]([I:38])[cH:37]1.[CH3:41][CH2:42][O:43][C:44](=[O:45])[CH3:46].[CH3:48][S:49](=[O:50])[CH3:51].[Cu:39][I:40].[K+:18].[K+:19].[OH2:47].[OH:6][C:7]([CH:8]1[NH:9][CH2:10][CH2:11][CH2:12]1)=[O:13].[nH:1]1[cH:2][n:3][cH:4][cH:5]1>>[n:1]1(-[c:36]2[cH:35][cH:34][c:29]([C:30](=[O:31])[O:32][CH3:33])[c:28]([O:27][CH2:20][c:21]3[cH:22][cH:23][cH:24][cH:25][cH:26]3)[cH:37]2)[cH:2][n:3][cH:4][cH:5]1.